This data is from the Open Reaction Database (ORD), a public repository of structured organic reaction records. The task is: describe an organic reaction: reactants, conditions, products, and yield Starting materials: C1(CCCCC1)C(O)C=1C(=NN(C1)C1=CC=C(C=C1)C(F)(F)F)C (cyclohexyl{3-methyl-1-[4-(trifluoromethyl)phenyl]-1H-pyrazol-4-yl}methanol), NC1=CC=C(C=C1)C(=O)N(CCC(=O)OCC)C (ethyl 3-{[(4-aminophenyl)carbonyl](methyl)amino}propanoate). Product: C1(CCCCC1)C(C=1C(=NN(C1)C1=CC=C(C=C1)C(F)(F)F)C)NC1=CC=C(C=C1)C(=O)N(CCC(=O)O)C (3-[({4-[(cyclohexyl{3-methyl-1-[4-(trifluoromethyl)phenyl]-1H-pyrazol-4-yl}methyl)amino]phenyl}carbonyl)(methyl)amino]propanoic acid). Isolated yield 34.6%. RXN SMILES: [CH:1]1([CH:7]([C:9]2[C:10]([CH3:24])=[N:11][N:12]([C:14]3[CH:19]=[CH:18][C:17]([C:20]([F:23])([F:22])[F:21])=[CH:16][CH:15]=3)[CH:13]=2)O)[CH2:6][CH2:5][CH2:4][CH2:3][CH2:2]1.[NH2:25][C:26]1[CH:31]=[CH:30][C:29]([C:32]([N:34]([CH3:42])[CH2:35][CH2:36][C:37]([O:39]CC)=[O:38])=[O:33])=[CH:28][CH:27]=1>>[CH:1]1([CH:7]([NH:25][C:26]2[CH:27]=[CH:28][C:29]([C:32]([N:34]([CH3:42])[CH2:35][CH2:36][C:37]([OH:39])=[O:38])=[O:33])=[CH:30][CH:31]=2)[C:9]2[C:10]([CH3:24])=[N:11][N:12]([C:14]3[CH:19]=[CH:18][C:17]([C:20]([F:23])([F:22])[F:21])=[CH:16][CH:15]=3)[CH:13]=2)[CH2:6][CH2:5][CH2:4][CH2:3][CH2:2]1. Procedure: Using cyclohexyl{3-methyl-1-[4-(trifluoromethyl)phenyl]-1H-pyrazol-4-yl}methanol (0.36 g) synthesized in Example 27(3) and ethyl 3-{[(4-aminophenyl)carbonyl](methyl)amino}propanoate (0.40 g) synthesized in Example 2(2) and in the same manner as in Example 1(7), the title object compound (0.20 g, 35%) was obtained as a white solid. Run at temperature 0 celsius. The reactants are CCN(C(C)C)C(C)C (DIPEA), C(C)(=O)Cl (acetyl chloride), N\C(\C1N(CCCC1)C(=O)OC(C)(C)C)=N/O (tert-Butyl 2-[(Z)-amino(hydroxyimino)methyl]piperidine-1-carboxylate). Reported procedure: In a 16 mL vial, tert-butyl 2-[(Z)-amino(hydroxyimino)methyl]piperidine-1-carboxylate (150 mg, 0.62 mmol; which may be prepared as described in Step 1) was dissolved in acetonitrile (6.2 mL) and cooled at 0° C. under nitrogen. DIPEA (324 μL, 1.86 mmol) and acetyl chloride (88 μL, 1.24 mmol) were added dropwise and the reaction mixture was allowed to warm to room temperature then heated to 100° C. for 4 h, cooled and concentrated. The residue was taken up in EtOAc and water. The two layers were s... The product is CC1=NC(=NO1)C1N(CCCC1)C(=O)OC(C)(C)C (tert-Butyl 2-(5-methyl-1,2,4-oxadiazol-3-yl)piperidine-1-carboxylate). Run in C(C)#N (acetonitrile). As a reaction SMILES: [NH2:1]/[C:2](=[N:16]\[OH:17])/[CH:3]1[CH2:8][CH2:7][CH2:6][CH2:5][N:4]1[C:9]([O:11][C:12]([CH3:15])([CH3:14])[CH3:13])=[O:10].[CH3:18][CH2:19]N(C(C)C)C(C)C.C(Cl)(=O)C>C(#N)C>[CH3:18][C:19]1[O:17][N:16]=[C:2]([CH:3]2[CH2:8][CH2:7][CH2:6][CH2:5][N:4]2[C:9]([O:11][C:12]([CH3:14])([CH3:13])[CH3:15])=[O:10])[N:1]=1. The yield is 33.2%. Reactants: BrC=1C=C2C=CCCC2=CC1 (6-bromo-1,2-dihydronaphthalene), C([O-])(O)=O.[Na+] (sodium bicarbonate), C1=CC(=CC(=C1)Cl)C(=O)OO (MCPBA). Reagents/catalysts: C1=CC(=CC(=C1)Cl)C(=O)OO (MCPBA). The solvent is ClCCl (dichloromethane), ClCCl (dichloromethane), ClCCl (dichloromethane). Conditions: temperature 2.5 celsius, time 1.5 hour. The product is BrC1=CC=C2CC[C@@H]3[C@@H](O3)C2=C1 (Racemic-cis-6-bromo-1a,2,3,7b-tetrahydronaphtho[1,2-b]oxirene). The yield is 98.0%. RXN SMILES: [Br:1][C:2]1[CH:3]=[C:4]2[C:9](=[CH:10][CH:11]=1)[CH2:8][CH2:7][CH:6]=[CH:5]2.C(=O)(O)[O-:13].[Na+].C1C=C(Cl)C=C(C(OO)=O)C=1>ClCCl.C1C=C(Cl)C=C(C(OO)=O)C=1>[Br:1][C:2]1[CH:3]=[C:4]2[C:9]([CH2:8][CH2:7][C@H:6]3[O:13][C@H:5]32)=[CH:10][CH:11]=1 |f:1.2|. Reported procedure: To a solution of 6-bromo-1,2-dihydronaphthalene (250 g, 1.20 mol) in dichloromethane (3.75 L) add saturated aqueous sodium bicarbonate (1250 mL) and cool to 0-5° C. Add MCPBA (77%, 275 g, 1.23 mol, 1.03 eq) in portions. Stir the mixture mechanically at 0-5° C. for 1.5 hr. and allow to warm to room temperature. Stir at room temperature for approximately 1.5 hr. and add additional MCPBA (77%, 15.0 g, 67 mmol, 0.05 eq) at room temperature and stir for approximately one hour. Dilute the mixture with... Starting materials: C(#N)C=1C=C(C=CC1Cl)C(F)(F)F (3-cyano-4-chlorobenzotrifluoride), C(#N)N=C(N)N (dicyanodiamide), [OH-].[K+] (caustic potash). Solvent: COCCOCCOC (diglyme), O (water). Yields the product NC1=NC(=NC(=N1)N)C1=CC(=CC=C1Cl)C(F)(F)F (2,4-diamino-6-(3-trifluoromethyl-6-chlorophenyl)-s-triazine). As a reaction SMILES: [C:1]([C:3]1[CH:4]=[C:5]([C:10]([F:13])([F:12])[F:11])[CH:6]=[CH:7][C:8]=1[Cl:9])#[N:2].[C:14]([N:16]=[C:17]([NH2:19])[NH2:18])#[N:15].[OH-].[K+]>COCCOCCOC.O>[NH2:15][C:14]1[N:16]=[C:17]([NH2:19])[N:18]=[C:1]([C:3]2[C:8]([Cl:9])=[CH:7][CH:6]=[C:5]([C:10]([F:13])([F:11])[F:12])[CH:4]=2)[N:2]=1 |f:2.3|. Reported procedure: 4.0 g of 3-cyano-4-chlorobenzotrifluoride (90°-102° C./29 mm Hg), 2.0 g of dicyanodiamide and 1.0 g of caustic potash are refluxed in 10 ml of diglyme for 3 hours. After cooling, the mixture is diluted with water and the separated crystals are recrystallized from methanol. Melting point: 210°-212° C.; yield: 3.8 g. Reactants: ClC1=C(N=C(N1)C)C=1C=C(C(=O)OC)C=CC1C (methyl 3-(5-chloro-2-methyl-1H-imidazol-4-yl)-4-methylbenzoate), ClC1=C(N=C(N1)C)C=1C=C(C(=O)OC)C=CC1C (methyl 3-(5-chloro-2-methyl-1H-imidazol-4-yl)-4-methylbenzoate), [OH-].[Na+] (NaOH). The solvent is CO (methanol). Run at temperature 50 celsius, time 16 hour. The product is ClC1=C(N=C(N1)C)C=1C=C(C(=O)O)C=CC1C (3-(5-Chloro-2-methyl-1H-imidazol-4-yl)-4-methylbenzoic acid). Reaction SMILES: [Cl:1][C:2]1[NH:6][C:5]([CH3:7])=[N:4][C:3]=1[C:8]1[CH:9]=[C:10]([CH:15]=[CH:16][C:17]=1[CH3:18])[C:11]([O:13]C)=[O:12].[OH-].[Na+]>CO>[Cl:1][C:2]1[NH:6][C:5]([CH3:7])=[N:4][C:3]=1[C:8]1[CH:9]=[C:10]([CH:15]=[CH:16][C:17]=1[CH3:18])[C:11]([OH:13])=[O:12] |f:1.2|. Reported procedure: A mixture of methyl 3-(5-chloro-2-methyl-1H-imidazol-4-yl)-4-methylbenzoate (compound 7.2, 10 mg, 0.038 mmol) in methanol (2 mL) and aqueous NaOH (2M, 0.2 mL, 0.4 mmol) was stirred at 50° C. for 16 hrs. The organic solvent was removed under reduced pressure and aqueous HCl (2 M) was added to the residue until a pH˜3-4 was attained. The solvents were removed under reduced pressure to produce a white solid which was a mixture of the title compound and salts and used in the next step without furthe... The reactants are [Si](C)(C)(C(C)(C)C)O[C@H](C)[C@H]1C(N([C@@H]1[C@@H](C)C(=O)OCC1=CC=CC=C1)CC(=O)OC(C)(C)C)=O ((3S,4S)-3-[(1R)-1-t-butyldimethylsilyloxyethyl]-4-[(1R)-1-benzyloxycarbonylethyl]-1-(t-butyloxycarbonylmethyl)azetidin-2-one). Reagents/catalysts: [C].[Pd] (palladium-carbon). Solvent: C(C)O (ethanol). Yields the product [Si](C)(C)(C(C)(C)C)O[C@H](C)[C@H]1C(N([C@@H]1[C@@H](C)C(=O)O)CC(=O)OC(C)(C)C)=O ((3S,4S)-3-[(1R)-1-t-butyldimethylsilyloxyethyl]-4-[(1R)-1-carboxyethyl]-1-(t-butyloxycarbonylmethyl)azetidin-2-one). RXN SMILES: [Si:1]([O:8][C@@H:9]([C@@H:11]1[C@@H:14]([C@H:15]([C:17]([O:19]CC2C=CC=CC=2)=[O:18])[CH3:16])[N:13]([CH2:27][C:28]([O:30][C:31]([CH3:34])([CH3:33])[CH3:32])=[O:29])[C:12]1=[O:35])[CH3:10])([C:4]([CH3:7])([CH3:6])[CH3:5])([CH3:3])[CH3:2]>C(O)C.[C].[Pd]>[Si:1]([O:8][C@@H:9]([C@@H:11]1[C@@H:14]([C@H:15]([C:17]([OH:19])=[O:18])[CH3:16])[N:13]([CH2:27][C:28]([O:30][C:31]([CH3:32])([CH3:34])[CH3:33])=[O:29])[C:12]1=[O:35])[CH3:10])([C:4]([CH3:5])([CH3:6])[CH3:7])([CH3:3])[CH3:2] |f:2.3|. Procedure: A solution of (3S,4S)-3-[(1R)-1-t-butyldimethylsilyloxyethyl]-4-[(1R)-1-benzyloxycarbonylethyl]-1-(t-butyloxycarbonylmethyl)azetidin-2-one (0.45 g) in 99.5% ethanol (6 ml) was subjected to hydrogenation at room temperature in the presence of 10% palladium-carbon (90 mg) under atmospheric pressure, followed by filtration to remove the catalyst. The filtrate was evaporated to give (3S,4S)-3-[(1R)-1-t-butyldimethylsilyloxyethyl]-4-[(1R)-1-carboxyethyl]-1-(t-butyloxycarbonylmethyl)azetidin-2-one. Reactants: C(C#C)NC=1C=C(C#N)C=CC1 (3-propargylamino-benzonitrile), BrCC(=O)OCC (ethyl bromoacetate), [O-2].[Mg+2] (magnesium oxide). Run in CC(=O)N(C)C (dimethylacetamide). The product is C(C)OC(=O)CN(C=1C=C(C#N)C=CC1)CC#C (3-(N-ethoxycarbonylmethyl-propargylamino)-benzonitrile). As a reaction SMILES: [CH2:1]([NH:4][C:5]1[CH:6]=[C:7]([CH:10]=[CH:11][CH:12]=1)[C:8]#[N:9])[C:2]#[CH:3].Br[CH2:14][C:15]([O:17][CH2:18][CH3:19])=[O:16].[O-2].[Mg+2]>CC(N(C)C)=O>[CH2:18]([O:17][C:15]([CH2:14][N:4]([CH2:1][C:2]#[CH:3])[C:5]1[CH:6]=[C:7]([CH:10]=[CH:11][CH:12]=1)[C:8]#[N:9])=[O:16])[CH3:19] |f:2.3|. Reported procedure: A mixture of 0.78 g (5 mmol) of 3-propargylamino-benzonitrile, 0.55 ml (5 mmol) of ethyl bromoacetate and 0.2 g (5 mmol) of magnesium oxide are stirred in 20 ml of dimethylacetamide for 6 days at 75° C. Then the mixture is filtered, the filtrate is diluted with ethyl acetate and washed with water. The combined organic extracts are dried and concentrated by evaporation. The residue is chromatographed on silica gel, eluting with dichloromethane.